From a dataset of the Open Reaction Database (ORD), a public repository of structured organic reaction records. describe an organic reaction: reactants, conditions, products, and yield The reactants are COCC(=O)Cl, CN(C)c1cc(-c2ccc3nc(N)sc3c2)cnc1Cl. The product is COCC(=O)Nc1nc2ccc(-c3cnc(Cl)c(N(C)C)c3)cc2s1. As a reaction SMILES: [CH3:21][O:22][CH2:23][C:24](=[O:25])[Cl:26].[Cl:1][c:2]1[c:3]([N:18]([CH3:19])[CH3:20])[cH:4][c:5](-[c:8]2[cH:9][c:10]3[c:11]([n:12][c:13]([NH2:15])[s:14]3)[cH:16][cH:17]2)[cH:6][n:7]1>>[Cl:1][c:2]1[c:3]([N:18]([CH3:19])[CH3:20])[cH:4][c:5](-[c:8]2[cH:9][c:10]3[c:11]([n:12][c:13]([NH:15][C:24]([CH2:23][O:22][CH3:21])=[O:25])[s:14]3)[cH:16][cH:17]2)[cH:6][n:7]1. Reactants: N1=C(Cl)N=C(Cl)N=C1Cl (cyanuric chloride), N(CCNC(OCCO)=O)CCNC(OCCO)=O (HEC), N1=C(Cl)N=C(Cl)N=C1Cl (cyanuric chloride), N(CCNC(OCCO)=O)CCNC(OCCO)=O (bis(2-hydroxyethyl) (iminodiethylene)biscarbamate). The solvent is O (water), CC(=O)C (acetone), O (water). Conditions: temperature 25 celsius, time 4 hour. Yields the product OCCOC(=O)NCCN(CCNC(=O)OCCO)C1=NC(=NC(=N1)N(CCNC(=O)OCCO)CCNC(=O)OCCO)Cl (2,4-Bis[N,N-bis[(2-hydroxyethoxycarbonylamino)ethyl]amino]-6-chloro-s-triazine). Reaction SMILES: [N:1]1[C:8](Cl)=[N:7][C:5]([Cl:6])=[N:4][C:2]=1Cl.[NH:10]([CH2:20][CH2:21][NH:22][C:23](=[O:28])[O:24][CH2:25][CH2:26][OH:27])[CH2:11][CH2:12][NH:13][C:14](=[O:19])[O:15][CH2:16][CH2:17][OH:18]>CC(C)=O.O>[OH:27][CH2:26][CH2:25][O:24][C:23]([NH:22][CH2:21][CH2:20][N:10]([C:8]1[N:1]=[C:2]([N:10]([CH2:11][CH2:12][NH:13][C:14]([O:15][CH2:16][CH2:17][OH:18])=[O:19])[CH2:20][CH2:21][NH:22][C:23]([O:24][CH2:25][CH2:26][OH:27])=[O:28])[N:4]=[C:5]([Cl:6])[N:7]=1)[CH2:11][CH2:12][NH:13][C:14]([O:15][CH2:16][CH2:17][OH:18])=[O:19])=[O:28]. Reported procedure: To 50 g water in a 3-neck flask equipped with stirrer and a thermometer, were added 9.2 g (0.05m) of cyanuric chloride, dissolved in 50 g acetone below 10° C. To the white slurry of cyanuric chloride, 27.9 g of bis(2-hydroxyethyl) (iminodiethylene)biscarbamate (HEC), NH(CH2CH2NHCO2CH2CH )2 dissolved in 50 g of water was added over a period of 15 minutes. During the addition, the reaction temperature was maintained below 12° C. After complete addition of HEC, the slurry turned into a clear soluti...